From a dataset of the Open Reaction Database (ORD), a public repository of structured organic reaction records. describe an organic reaction: reactants, conditions, products, and yield The product is COC(=O)C1=C(C=CC=C1)SC1=C(C=CC=C1)[N+](=O)[O-] (2-(2-Methoxycarbonylphenylsulfanyl)nitrobenzene), COC(=O)C1=C(C=CC=C1)SC1=C(C=CC=C1)NC(=O)NC=1SC=CN1 (N-[2-(2-Methoxycarbonylphenylsulfanyl)phenyl]-N′-(thiazol-2-yl)urea). Reaction SMILES: [C:1]([O:10][CH3:11])(=[O:9])[C:2]1[C:3](=[CH:5][CH:6]=[CH:7][CH:8]=1)[SH:4].F[C:13]1[CH:18]=[CH:17][CH:16]=[CH:15][C:14]=1[N+:19]([O-:21])=[O:20].[CH3:22][O:23][C:24]([C:26]1[CH:31]=[CH:30][CH:29]=[CH:28][C:27]=1[S:32][C:33]1[CH:39]=[CH:38][CH:37]=[CH:36][C:34]=1[NH2:35])=[O:25].[NH2:40][C:41]1[S:42][CH:43]=[CH:44][N:45]=1>>[CH3:11][O:10][C:1]([C:2]1[CH:8]=[CH:7][CH:6]=[CH:5][C:3]=1[S:4][C:13]1[CH:18]=[CH:17][CH:16]=[CH:15][C:14]=1[N+:19]([O-:21])=[O:20])=[O:9].[CH3:22][O:23][C:24]([C:26]1[CH:31]=[CH:30][CH:29]=[CH:28][C:27]=1[S:32][C:33]1[CH:39]=[CH:38][CH:37]=[CH:36][C:34]=1[NH:35][C:1]([NH:40][C:41]1[S:42][CH:43]=[CH:44][N:45]=1)=[O:9])=[O:25]. Isolated yield 74.0%. Reported procedure: 2-(2-Methoxycarbonylphenylsulfanyl)nitrobenzene (1.15 g, 80%) was prepared from methyl thiosalicylate (0.92 g, 5.5 mmol) and 2-fluoronitrobenzene (0.71 g, 5.0 mmol) following the general procedure A. This compound was reduced to 2-(2-methoxycarbonylphenylsulfanyl)aniline (0.75 g, 73%) following the general procedure B. N-[2-(2-Methoxycarbonylphenylsulfanyl)phenyl]-N′-(thiazol-2-yl)urea (142 mg, 74%) was prepared from 2-(2-methoxycarbonylphenylsulfanyl)aniline (130 mg, 0.5 mmol) and 2-aminothiazo... Reactants: COC(=O)C1=C(C=CC=C1)SC1=C(N)C=CC=C1 (2-(2-methoxycarbonylphenylsulfanyl)aniline), NC=1SC=CN1 (2-aminothiazole), COC(=O)C1=C(C=CC=C1)SC1=C(N)C=CC=C1 (2-(2-methoxycarbonylphenylsulfanyl)aniline), C(C=1C(S)=CC=CC1)(=O)OC (methyl thiosalicylate), FC1=C(C=CC=C1)[N+](=O)[O-] (2-fluoronitrobenzene). Reactants: Cl.ONC(=O)C1(CCN(CC1)CC#C)S(=O)(=O)C1=CC=C(C=C1)SC1=CC=CC=C1 (N-hydroxy-4-[[4-(phenylthio)phenyl]sulfonyl]-1-(2-propynyl)-4-piperidinecarboxamide, monohydrochloride), C(=O)([O-])[O-].[K+].[K+] (K2CO3), C(C=C)Br (allyl bromide). The solvent is CN(C)C=O (DMF). Conditions: time 5 hour. The product is Cl.ONC(=O)C1(CCN(CC1)CC=C)S(=O)(=O)C1=CC=C(C=C1)SC1=CC=CC=C1 (N-hydroxy-4-[[4-(phenylthio)phenyl]sulfonyl]-1-(2-propenyl)-4-piperidine carboxamide, monohydrochloride). As a reaction SMILES: [ClH:1].[OH:2][NH:3][C:4]([C:6]1([S:15]([C:18]2[CH:23]=[CH:22][C:21]([S:24][C:25]3[CH:30]=[CH:29][CH:28]=[CH:27][CH:26]=3)=[CH:20][CH:19]=2)(=[O:17])=[O:16])[CH2:11][CH2:10][N:9]([CH2:12][C:13]#[CH:14])[CH2:8][CH2:7]1)=[O:5].C([O-])([O-])=O.[K+].[K+].C(Br)C=C>CN(C=O)C>[ClH:1].[OH:2][NH:3][C:4]([C:6]1([S:15]([C:18]2[CH:19]=[CH:20][C:21]([S:24][C:25]3[CH:30]=[CH:29][CH:28]=[CH:27][CH:26]=3)=[CH:22][CH:23]=2)(=[O:17])=[O:16])[CH2:11][CH2:10][N:9]([CH2:12][CH:13]=[CH2:14])[CH2:8][CH2:7]1)=[O:5] |f:0.1,2.3.4,7.8|. Procedure: Part A: To a solution of the amine hydrochloride salt of Example 9, part E (4.78 g, 10.8 mmol) in DMF (25 mL) were added K2CO3 (2.98 g, 21.6 mmol) and allyl bromide (0.935 mL, 10.8 mmol), and the solution was stirred for 5 hours at ambient temperature. The solution was partitioned between ethyl acetate and H2O, and the organic layer was washed with H2O and saturated NaCl, and dried over magnesium sulfate. Filtration through a pad of silica (hexane/ethyl acetate) provided the allyl amine as an oi... Starting materials: N1CCC(CC1)NC(OC(C)(C)C)=O (tert-butyl piperidin-4-ylcarbamate), ClC=1OC2=C(N1)C=CC=C2 (2-chlorobenzoxazole). Conditions: temperature 100 celsius, time 2 hour. Run in Cl (HCl), O1CCOCC1 (1,4 dioxane). Isolated yield 86.7%. Yields the product Cl.O1C(=NC2=C1C=CC=C2)N2CCC(CC2)N (1-(1,3-Benzoxazol-2-yl)piperidin-4-amine hydrochloride). As a reaction SMILES: [NH:1]1[CH2:6][CH2:5][CH:4]([NH:7]C(=O)OC(C)(C)C)[CH2:3][CH2:2]1.[Cl:15][C:16]1[O:17][C:18]2[CH:24]=[CH:23][CH:22]=[CH:21][C:19]=2[N:20]=1>Cl.O1CCOCC1>[ClH:15].[O:17]1[C:18]2[CH:24]=[CH:23][CH:22]=[CH:21][C:19]=2[N:20]=[C:16]1[N:1]1[CH2:2][CH2:3][CH:4]([NH2:7])[CH2:5][CH2:6]1 |f:4.5|. Reported procedure: A sealed tube reactor was mixed with tert-butyl piperidin-4-ylcarbamate (1.0 g, 5.0 mmol) and 2-chlorobenzoxazole (2.3 g, 15.0 mmol). The reactor was sealed and the tube was heated while stirring at a temperature of 100° C. for 2.0 hours. The tube was cooled to RT and the resulting oily solid was dissolved in 4.0 N HCl in 1,4 dioxane (25 mL). The reaction stirred over 16.0 hours and was concentrated to dryness. The resulting solid was triturated with ether and filtered. The product was washed wi... The product is Cc1cc(Cl)n2nc(C)cc2n1. Reactants: CN(C)c1ccccc1, Cc1cc2[nH]c(C)cc(=O)n2n1, Cc1ccccc1, CCOC(C)=O, [Na+], [OH-], O=P(Cl)(Cl)Cl. RXN SMILES: [CH3:13][N:14]([c:15]1[cH:16][cH:17][cH:18][cH:19][cH:20]1)[CH3:21].[CH3:1][c:2]1[n:3][n:4]2[c:5]([nH:6][c:7]([CH3:11])[cH:8][c:9]2=[O:10])[cH:12]1.[CH3:29][c:30]1[cH:31][cH:32][cH:33][cH:34][cH:35]1.[CH3:36][CH2:37][O:38][C:39](=[O:40])[CH3:41].[Na+:28].[OH-:27].[P:22]([Cl:23])([Cl:24])([Cl:25])=[O:26]>>[CH3:1][c:2]1[n:3][n:4]2[c:5]([n:6][c:7]([CH3:11])[cH:8][c:9]2[Cl:24])[cH:12]1. The reactants are [B-](F)(F)(F)F.[B-](F)(F)(F)F.C1C[N+]2(CC[N+]1(CC2)CCl)F (Selectfluor), reagent, BrC1=CC=C(C=C1)C=1N=C(SC1)N1C(OC[C@@H]1CC)=O ((4S)-3-[4-(4-bromophenyl)-1,3-thiazol-2-yl]-4-ethyl-1,3-oxazolidin-2-one). Run in C(C)#N (acetonitrile), C(C)#N (acetonitrile). Run at time 21.5 hour. The product is BrC1=CC=C(C=C1)C=1N=C(SC1F)N1C(OC[C@@H]1CC)=O ((4S)-3-[4-(4-Bromophenyl)-5-fluoro-1,3-thiazol-2-yl]-4-ethyl-1,3-oxazolidin-2-one). As a reaction SMILES: [B-](F)(F)(F)F.[B-](F)(F)(F)F.C1[N+]2(CCl)CC[N+]([F:21])(CC2)C1.[Br:22][C:23]1[CH:28]=[CH:27][C:26]([C:29]2[N:30]=[C:31]([N:34]3[C@@H:38]([CH2:39][CH3:40])[CH2:37][O:36][C:35]3=[O:41])[S:32][CH:33]=2)=[CH:25][CH:24]=1>C(#N)C>[Br:22][C:23]1[CH:28]=[CH:27][C:26]([C:29]2[N:30]=[C:31]([N:34]3[C@@H:38]([CH2:39][CH3:40])[CH2:37][O:36][C:35]3=[O:41])[S:32][C:33]=2[F:21])=[CH:25][CH:24]=1 |f:0.1.2|. Reported procedure: The Selectfluor® reagent (2.2125 g, 6.25 mmol) in 250 mL of acetonitrile was added under nitrogen dropwise over 1.5 h to a solution of (4S)-3-[4-(4-bromophenyl)-1,3-thiazol-2-yl]-4-ethyl-1,3-oxazolidin-2-one (2.0015 g, 5.67 mmol), prepared in step 2 of Example 7, in 250 mL of acetonitrile at room temperature. After the addition, the reaction was stirred at room temperature for 21.5 h. The reaction was concentrated under reduced pressure to remove the acetonitrile. The residue was partitioned bet... Starting materials: CN(C)C=O, Cn1nc(Cl)cc(Cl)c1=O, [H-], Nc1ccc(C(=O)N2CCOCC2)cn1, [Na+]. Yields the product Cn1nc(Cl)cc(Nc2ccc(C(=O)N3CCOCC3)cn2)c1=O. As a reaction SMILES: [CH3:28][N:29]([CH3:30])[CH:31]=[O:32].[Cl:18][c:19]1[c:20](=[O:27])[n:21]([CH3:26])[n:22][c:23]([Cl:25])[cH:24]1.[H-:16].[NH2:1][c:2]1[cH:3][cH:4][c:5]([C:8](=[O:9])[N:10]2[CH2:11][CH2:12][O:13][CH2:14][CH2:15]2)[cH:6][n:7]1.[Na+:17]>>[NH:1]([c:2]1[cH:3][cH:4][c:5]([C:8](=[O:9])[N:10]2[CH2:11][CH2:12][O:13][CH2:14][CH2:15]2)[cH:6][n:7]1)[c:19]1[c:20](=[O:27])[n:21]([CH3:26])[n:22][c:23]([Cl:25])[cH:24]1. The reagents and catalysts are C=1C=CC(=CC1)/C=C/C(=O)/C=C/C2=CC=CC=C2.C=1C=CC(=CC1)/C=C/C(=O)/C=C/C2=CC=CC=C2.C=1C=CC(=CC1)/C=C/C(=O)/C=C/C2=CC=CC=C2.[Pd].[Pd] (Pd2(dba)3). RXN SMILES: [NH2:1][C:2]1[CH:11]=[CH:10][C:5]([C:6]([O:8][CH3:9])=[O:7])=[CH:4][N:3]=1.Br[C:13]1[C:14](=[O:21])[N:15]([CH3:20])[N:16]=[C:17]([Cl:19])[CH:18]=1.CC1(C)C2C=CC=C(P(C3C=CC=CC=3)C3C=CC=CC=3)C=2OC2C1=CC=CC=2P(C1C=CC=CC=1)C1C=CC=CC=1.C(=O)([O-])[O-].[Cs+].[Cs+]>CN(C=O)C.C1C=CC(/C=C/C(/C=C/C2C=CC=CC=2)=O)=CC=1.C1C=CC(/C=C/C(/C=C/C2C=CC=CC=2)=O)=CC=1.C1C=CC(/C=C/C(/C=C/C2C=CC=CC=2)=O)=CC=1.[Pd].[Pd].O>[CH3:9][O:8][C:6](=[O:7])[C:5]1[CH:10]=[CH:11][C:2]([NH:1][C:13]2[C:14](=[O:21])[N:15]([CH3:20])[N:16]=[C:17]([Cl:19])[CH:18]=2)=[N:3][CH:4]=1 |f:3.4.5,7.8.9.10.11|. The product is COC(C1=CN=C(C=C1)NC=1C(N(N=C(C1)Cl)C)=O)=O (6-(6-Chloro-2-methyl-3-oxo-2,3-dihydro-pyridazin-4-ylamino)-nicotinic acid methylester). Run at temperature 105 celsius. The solvent is CN(C)C=O (DMF), O (water). Yield: 39.5%. Reactants: C([O-])([O-])=O.[Cs+].[Cs+] (Cesium carbonate), NC1=NC=C(C(=O)OC)C=C1 (Methy 6-aminonicotinate), BrC=1C(N(N=C(C1)Cl)C)=O (4-bromo-6-chloro-2-methylpyridazin-3(2H)-one), CC1(C2=CC=CC(=C2OC=2C(=CC=CC12)P(C1=CC=CC=C1)C1=CC=CC=C1)P(C1=CC=CC=C1)C1=CC=CC=C1)C ((9,9-dimethyl-9H-xanthene-4,5-diyl)bis-(diphenylphosphine)). Reported procedure: Methy 6-aminonicotinate (2 g, 13.1 mmol, Eq: 1.00), 4-bromo-6-chloro-2-methylpyridazin-3(2H)-one (2.94 g, 13.1 mmol, Eq: 1), and (9,9-dimethyl-9H-xanthene-4,5-diyl)bis-(diphenylphosphine) (400 mg, 691 μmol, Eq: 0.0526) were dissolved in DMF (300 ml) under heating. Cesium carbonate (12.8 g, 39.4 mmol, Eq: 3) was added followed by Pd2(dba)3 (301 mg, 329 μmol, Eq: 0.025) under an argon atmosphere. The reaction mixture was heated to 105° C. over night. The crude reaction mixture was poured into wate...